The task is: describe an organic reaction: reactants, conditions, products, and yield. This data is from the Open Reaction Database (ORD), a public repository of structured organic reaction records. Reactants: [H-].[Al+3].[Li+].[H-].[H-].[H-] (lithium aluminum hydride), C(C)OC(=O)C1C(C1)C(=O)C=1C=C2C(=CNC2=CC1)C#N (2-(3-Cyano-1H-indole-5-carbonyl)-cyclopropanecarboxylic acid ethyl ester). The solvent is O1CCCC1 (tetrahydrofuran). Run at temperature -45 celsius, time 1 hour. Product: C(C)OC(=O)C1C(C1)C(O)C=1C=C2C(=CNC2=CC1)C#N (2-[(3-cyano-1H-indol-5-yl)-hydroxy-methyl]-cyclopropanecarboxylic acid ethyl ester). The yield is 88.7%. RXN SMILES: [H-].[Al+3].[Li+].[H-].[H-].[H-].[CH2:7]([O:9][C:10]([CH:12]1[CH2:14][CH:13]1[C:15]([C:17]1[CH:18]=[C:19]2[C:23](=[CH:24][CH:25]=1)[NH:22][CH:21]=[C:20]2[C:26]#[N:27])=[O:16])=[O:11])[CH3:8]>O1CCCC1>[CH2:7]([O:9][C:10]([CH:12]1[CH2:14][CH:13]1[CH:15]([C:17]1[CH:18]=[C:19]2[C:23](=[CH:24][CH:25]=1)[NH:22][CH:21]=[C:20]2[C:26]#[N:27])[OH:16])=[O:11])[CH3:8] |f:0.1.2.3.4.5|. Procedure details: A suspension of lithium aluminum hydride (0.3 g, 7.94 mmol) in anhydrous tetrahydrofuran (50 ml) was cooled to −45° C. and treated with a solution of the 2-(3-Cyano-1H-indole-5-carbonyl)-cyclopropanecarboxylic acid ethyl ester (1.12 g dissolved in 10 ml THF). The mixture was stirred for 1 h and quenched with water followed by sodium hydroxide solution. The aluminum salts were removed by filtration. The filtrate was concentrated in vacuo to afford 2-[(3-cyano-1H-indol-5-yl)-hydroxy-methyl]-cyclop... Reactants: NC1C(OC2=C1C=CC=C2)C(=O)N (3-amino-2,3-dihydrobenzofuran-2-carboxamide), C(C(=O)Cl)(=O)Cl (oxalyl chloride). The solvent is C1(=CC=CC=C1)C (toluene). Conditions: temperature 115 celsius, time 16 hour. The product is N1C(NC(C2=C1C1=C(O2)C=CC=C1)=O)=O (benzofuro[3,2-d]pyrimidine-2,4(1H,3H)-dione). The yield is 44.5%. Reaction SMILES: [NH2:1][CH:2]1[C:6]2[CH:7]=[CH:8][CH:9]=[CH:10][C:5]=2[O:4][CH:3]1[C:11]([NH2:13])=[O:12].C(Cl)(=O)[C:15](Cl)=[O:16]>C1(C)C=CC=CC=1>[NH:1]1[C:2]2[C:6]3[CH:7]=[CH:8][CH:9]=[CH:10][C:5]=3[O:4][C:3]=2[C:11](=[O:12])[NH:13][C:15]1=[O:16]. Procedure: To a stirred solution of 3-amino-2,3-dihydrobenzofuran-2-carboxamide (82.2 mg, 0.461 mmol, 1.0 eq.) in anhydrous toluene (8 mL) under an inert atmosphere was added oxalyl chloride (70.2 mg, 553 μmol, 1.2 eq.) in a dropwise manner. The resulting mixture was heated to reflux (115° C.) for 4 hours whereupon it was cooled and stirred for a further 16 hours. The crude reaction mixture was concentrated to half of its volume and filtered to give a colorless solid (41.5 mg, 45%). The reactants are O=C(Cl)c1ccccc1, Cc1ccccc1, N#Cc1cc([N+](=O)[O-])ccc1N1CCC(O)CC1, O, c1ccncc1. Product: N#Cc1cc([N+](=O)[O-])ccc1N1CCC(OC(=O)c2ccccc2)CC1. Reaction SMILES: [C:26]([c:27]1[cH:28][cH:29][cH:30][cH:31][cH:32]1)(=[O:33])[Cl:34].[CH3:19][c:20]1[cH:21][cH:22][cH:23][cH:24][cH:25]1.[N+:1](=[O:2])([O-:3])[c:4]1[cH:5][cH:6][c:7]([N:12]2[CH2:13][CH2:14][CH:15]([OH:18])[CH2:16][CH2:17]2)[c:8]([C:9]#[N:10])[cH:11]1.[OH2:35].[cH:36]1[cH:37][cH:38][n:39][cH:40][cH:41]1>>[N+:1](=[O:2])([O-:3])[c:4]1[cH:5][cH:6][c:7]([N:12]2[CH2:13][CH2:14][CH:15]([O:18][C:26]([c:27]3[cH:28][cH:29][cH:30][cH:31][cH:32]3)=[O:33])[CH2:16][CH2:17]2)[c:8]([C:9]#[N:10])[cH:11]1. Procedure: Anhydrous ferric chloride (6.44 g, 0.038 mol) was added over a period of 30 minutes to a methylene chloride (300 ml) solution of 2-(2H-benzotriazol-2-yl)-4-tert-butyl-phenol (5.3 g, 0.019 mol) known as TINUVIN® PS Light Stabilizer, a product of CIBA SPECIALTIES, Hawthorne, N.Y. The resulting mixture was stirred at room temperature for 6 hours. After filtering over diatomaceous earth, the filtrate was extracted with dilute hydrochloric acid, washed with water and dried. Evaporation of the solvent... The product is N=1N(N=C2C1C=CC=C2)C2=C(C(=CC(=C2)C(C)(C)C)C=2C(=C(C=C(C2)C(C)(C)C)N2N=C1C(=N2)C=CC=C1)O)O (3,3′-bis-(2H-benzotriazol-2-yl)-5,5′-di-tert-butyl-1,1′-biphenyl-2,2′-diol). Run at time 6 hour. RXN SMILES: [N:1]1[N:2]([C:10]2[CH:15]=[C:14]([C:16]([CH3:19])([CH3:18])[CH3:17])[CH:13]=[CH:12][C:11]=2[OH:20])[N:3]=[C:4]2[CH:9]=[CH:8][CH:7]=[CH:6][C:5]=12>C(Cl)Cl>[N:1]1[N:2]([C:10]2[CH:15]=[C:14]([C:16]([CH3:17])([CH3:19])[CH3:18])[CH:13]=[C:12]([C:12]3[C:11]([OH:20])=[C:10]([N:2]4[N:3]=[C:4]5[CH:9]=[CH:8][CH:7]=[CH:6][C:5]5=[N:1]4)[CH:15]=[C:14]([C:16]([CH3:17])([CH3:19])[CH3:18])[CH:13]=3)[C:11]=2[OH:20])[N:3]=[C:4]2[CH:9]=[CH:8][CH:7]=[CH:6][C:5]=12. The reactants are ferric chloride, N=1N(N=C2C1C=CC=C2)C2=C(C=CC(=C2)C(C)(C)C)O (2-(2H-benzotriazol-2-yl)-4-tert-butyl-phenol). The solvent is C(Cl)Cl (methylene chloride). Reactants: COC(COC1=CC(=C(C=C1)F)N)=O ((3-amino-4-fluorophenoxy)acetic acid methyl ester), COC(C(C(CC)=O)CC1=C(C=C(C=C1)F)F)=O (2-(2,4-difluorobenzyl)-3-oxopentanoic acid methyl ester), polyphosphoric acid, O1CCOCC1 (dioxane), C(C)(=O)[O-].[Na+] (sodium acetate). Run in O (water). Conditions: temperature 130 celsius. The product is COC(COC1=C2C(C(=C(NC2=C(C=C1)F)CC)CC1=C(C=C(C=C1)F)F)=O)=O ([3-(2,4-difluorobenzyl)-2-ethyl-8-fluoro-4-oxo-1,4-dihydroquinolin-5-yloxy]acetic Acid Methyl Ester). As a reaction SMILES: [CH3:1][O:2][C:3](=[O:14])[CH2:4][O:5][C:6]1[CH:11]=[CH:10][C:9]([F:12])=[C:8]([NH2:13])[CH:7]=1.C[O:16][C:17](=O)[CH:18]([CH2:23][C:24]1[CH:29]=[CH:28][C:27]([F:30])=[CH:26][C:25]=1[F:31])[C:19](=O)[CH2:20][CH3:21].O1CCOCC1.C([O-])(=O)C.[Na+]>O>[CH3:1][O:2][C:3](=[O:14])[CH2:4][O:5][C:6]1[CH:11]=[CH:10][C:9]([F:12])=[C:8]2[C:7]=1[C:17](=[O:16])[C:18]([CH2:23][C:24]1[CH:29]=[CH:28][C:27]([F:30])=[CH:26][C:25]=1[F:31])=[C:19]([CH2:20][CH3:21])[NH:13]2 |f:3.4|. Procedure: A mixture of (3-amino-4-fluorophenoxy)acetic acid methyl ester (0.5 g), 2-(2,4-difluorobenzyl)-3-oxopentanoic acid methyl ester (0.64 g), polyphosphoric acid (2.5 mL) and dioxane (10 mL) was heated at 130° C. for 17 hours. The mixture was diluted with water and the pH adjusted to 4 by the addition of sodium acetate. The resulting precipitate was collected by filtration, washed with water and dried to give title compound as a creamy solid, 0.84 g. Reactants: CCOC(=O)CSc1cnc(N)s1, CCC1CCC(N(C(=O)Nc2ncc(SCC(=O)O)s2)C2CCCC2)CC1, c1ccc(C2CCC(NC3CCCCCC3)CC2)cc1. Product: O=C(O)CSc1cnc(NC(=O)N(C2CCCCCC2)C2CCC(c3ccccc3)CC2)s1. As a reaction SMILES: [CH2:48]([O:49][C:50](=[O:51])[CH2:52][S:53][c:54]1[s:55][c:56]([NH2:57])[n:58][cH:59]1)[CH3:60].[CH:1]1([N:2]([CH:3]2[CH2:4][CH2:5][CH:6]([CH2:20][CH3:21])[CH2:22][CH2:23]2)[C:7]([NH:8][c:9]2[s:10][c:11]([S:14][CH2:15][C:16](=[O:17])[OH:18])[cH:12][n:13]2)=[O:19])[CH2:24][CH2:25][CH2:26][CH2:27]1.[CH:28]1([NH:35][CH:36]2[CH2:37][CH2:38][CH:39]([c:42]3[cH:43][cH:44][cH:45][cH:46][cH:47]3)[CH2:40][CH2:41]2)[CH2:29][CH2:30][CH2:31][CH2:32][CH2:33][CH2:34]1>>[C:7]([NH:8][c:9]1[s:10][c:11]([S:14][CH2:15][C:16](=[O:17])[OH:18])[cH:12][n:13]1)(=[O:19])[N:35]([CH:28]1[CH2:29][CH2:30][CH2:31][CH2:32][CH2:33][CH2:34]1)[CH:36]1[CH2:37][CH2:38][CH:39]([c:42]2[cH:43][cH:44][cH:45][cH:46][cH:47]2)[CH2:40][CH2:41]1. Reactants: CCOC(=O)c1ccc(N)cc1, C1CCOC1, O=C(Cl)OC(Cl)(Cl)Cl. The product is CCOC(=O)c1ccc(N=C=O)cc1. RXN SMILES: [CH2:1]([CH3:2])[O:3][C:4]([c:5]1[cH:6][cH:7][c:8]([NH2:11])[cH:9][cH:10]1)=[O:12].[CH2:21]1[O:22][CH2:23][CH2:24][CH2:25]1.[Cl:13][C:14](=[O:15])[O:16][C:17]([Cl:18])([Cl:19])[Cl:20]>>[CH2:1]([CH3:2])[O:3][C:4]([c:5]1[cH:6][cH:7][c:8]([N:11]=[C:14]=[O:15])[cH:9][cH:10]1)=[O:12]. Starting materials: C1COCCO1, Fc1ccc(F)c(C(Sc2ccc(Cl)cc2)c2cc(Cl)ncc2Cl)c1, CC(C)(C)OC(=O)N1CCC(N)CC1. Product: CC(C)(C)OC(=O)N1CCC(Nc2cc(C(Sc3ccc(Cl)cc3)c3cc(F)ccc3F)c(Cl)cn2)CC1. Reaction SMILES: [CH2:40]1[O:41][CH2:42][CH2:43][O:44][CH2:45]1.[Cl:1][c:2]1[n:3][cH:4][c:5]([Cl:25])[c:6]([CH:8]([c:9]2[c:10]([F:16])[cH:11][cH:12][c:13]([F:15])[cH:14]2)[S:17][c:18]2[cH:19][cH:20][c:21]([Cl:24])[cH:22][cH:23]2)[cH:7]1.[NH2:26][CH:27]1[CH2:28][CH2:29][N:30]([C:33](=[O:34])[O:35][C:36]([CH3:37])([CH3:38])[CH3:39])[CH2:31][CH2:32]1>>[c:2]1([NH:26][CH:27]2[CH2:28][CH2:29][N:30]([C:33](=[O:34])[O:35][C:36]([CH3:37])([CH3:38])[CH3:39])[CH2:31][CH2:32]2)[n:3][cH:4][c:5]([Cl:25])[c:6]([CH:8]([c:9]2[c:10]([F:16])[cH:11][cH:12][c:13]([F:15])[cH:14]2)[S:17][c:18]2[cH:19][cH:20][c:21]([Cl:24])[cH:22][cH:23]2)[cH:7]1. Starting materials: BrCCCl (1-bromo-2-chloroethane), C(=O)(OC(C)(C)C)N1CCNCC1 (1-Boc-piperazine), IC=1N=CNC1 (4-iodoimidazole), BrCCCl (1-bromo-2-chloroethane), C(=O)([O-])[O-].[K+].[K+] (K2CO3). The solvent is CS(=O)C (DMSO). Reaction conditions: temperature 80 celsius. Product: IC=1N=CN(C1)CCN1CCN(CC1)C(=O)OC(C)(C)C (tert-butyl 4-(2-(4-iodo-1H-imidazol-1-yl)ethyl)piperazine-1-carboxylate). The yield is 7.6%. RXN SMILES: [I:1][C:2]1[N:3]=[CH:4][NH:5][CH:6]=1.Br[CH2:8][CH2:9]Cl.C([O-])([O-])=O.[K+].[K+].[C:17]([N:24]1[CH2:29][CH2:28][NH:27][CH2:26][CH2:25]1)([O:19][C:20]([CH3:23])([CH3:22])[CH3:21])=[O:18]>CS(C)=O>[I:1][C:2]1[N:3]=[CH:4][N:5]([CH2:8][CH2:9][N:27]2[CH2:26][CH2:25][N:24]([C:17]([O:19][C:20]([CH3:23])([CH3:22])[CH3:21])=[O:18])[CH2:29][CH2:28]2)[CH:6]=1 |f:2.3.4|. Procedure details: To a stirred solution of 4-iodoimidazole (25 g, 129 mmol) and 1-bromo-2-chloroethane (12.87 ml, 155 mmol) in DMSO (250 ml) under nitrogen was added K2CO3 (26.7 g, 193 mmol). The reaction mixture was heated at 80° C. for 30 min. More 1-bromo-2-chloroethane (1.28 ml, 15.5 mmol) was added and the reaction mixture was heated at 80° C. for an additional 30 min. Finally, 1-Boc-piperazine (28.8 g, 155 mmol) was added and the reaction mixture heated at 80° C. for 1 h, cooled to RT and partitioned betwee... Reactants: ClC1=C(C=NO)C=CC=C1 (2-chlorobenzaldehyde oxime), [H-].[Na+] (NaH), FC=1C(=NC(=NC1)S(=O)(=O)C)N (5-fluoro-2-methanesulfonylpyrimidin-4-ylamine). Solvent: O1CCCC1 (tetrahydrofuran). Reaction conditions: time 1 hour. Product: NC1=NC(=NC=C1F)ON=CC1=C(C=CC=C1)Cl (2-chlorobenzaldehyde O-(4-amino-5-fluoropyrimidin-2-yl)oxime). Isolated yield 49.5%. Reaction SMILES: [H-].[Na+].[Cl:3][C:4]1[CH:12]=[CH:11][CH:10]=[CH:9][C:5]=1[CH:6]=[N:7][OH:8].[F:13][C:14]1[C:15]([NH2:24])=[N:16][C:17](S(C)(=O)=O)=[N:18][CH:19]=1>O1CCCC1>[NH2:24][C:15]1[C:14]([F:13])=[CH:19][N:18]=[C:17]([O:8][N:7]=[CH:6][C:5]2[CH:9]=[CH:10][CH:11]=[CH:12][C:4]=2[Cl:3])[N:16]=1 |f:0.1|. Procedure details: To a suspension of 60% NaH (0.063 g, 1.57 mmol) in anhydrous tetrahydrofuran (THF; 5 mL) was added in portions a solution of 2-chlorobenzaldehyde oxime (0.254 g, 1.64 mmol in 1 mL of THF) at room temperature, and the resulting frothy mixture was stirred for 1 h. To the resulting tan mixture was added 5-fluoro-2-methanesulfonylpyrimidin-4-ylamine (0.25 g, 1.31 mmol), at which point the reaction mixture turned orange and most of the solids dissolved. Within minutes of the addition a new solid had ...